This data is from the Open Reaction Database (ORD), a public repository of structured organic reaction records. The task is: describe an organic reaction: reactants, conditions, products, and yield The reactants are FC(CN(C(CO)=O)C)(F)F (N-(2,2,2-trifluoroethyl)-N-methyl-hydroxyacetic acid amide), [OH-].[K+] (potassium hydroxide), ClC=1SC(=NN1)C1=CC=CC=C1 (2-chloro-5-phenyl-1,3,4-thiadiazole). The solvent is C(C)#N (acetonitrile), C(C)#N (acetonitrile). Conditions: time 15 hour. The product is FC(CN(C(COC=1SC(=NN1)C1=CC=CC=C1)=O)C)(F)F (N-(2,2,2-trifluoroethyl)-N-methyl-5-phenyl-1,3,4-thiadiazol-2-yl-oxyacetic acid amide). Yield: 59.4%. Reaction SMILES: [F:1][C:2]([F:11])([F:10])[CH2:3][N:4]([CH3:9])[C:5](=[O:8])[CH2:6][OH:7].[OH-].[K+].Cl[C:15]1[S:16][C:17]([C:20]2[CH:25]=[CH:24][CH:23]=[CH:22][CH:21]=2)=[N:18][N:19]=1>C(#N)C>[F:1][C:2]([F:10])([F:11])[CH2:3][N:4]([CH3:9])[C:5](=[O:8])[CH2:6][O:7][C:15]1[S:16][C:17]([C:20]2[CH:25]=[CH:24][CH:23]=[CH:22][CH:21]=2)=[N:18][N:19]=1 |f:1.2|. Procedure details: 12 g (0.07 mol) of N-(2,2,2-trifluoroethyl)-N-methyl-hydroxyacetic acid amide and 4.5 g of potassium hydroxide powder were dispersed in 100 ml of acetonitrile at 0° C., and a solution of 12 g of 2-chloro-5-phenyl-1,3,4-thiadiazole in 50 ml of acetonitrile was added at 10° C. The mixture was stirred at 30° to 40° C. for 15 hours and concentrated, the concentrate was diluted with water and the mixture was filtered. The crystalline product was recrystallized from isopropanol. 12 g (63% of theory) o...